Task: describe an organic reaction: reactants, conditions, products, and yield. Dataset: the Open Reaction Database (ORD), a public repository of structured organic reaction records Starting materials: O=C([O-])[O-], ClCCN1CCCC1, Cl, [Cs+], [Cs+], CN(C)C=O, O, COC(=O)c1ccc(O)cc1. Yields the product COC(=O)c1ccc(OCCN2CCCC2)cc1. RXN SMILES: [C:12](=[O:13])([O-:14])[O-:15].[Cl:19][CH2:20][CH2:21][N:22]1[CH2:23][CH2:24][CH2:25][CH2:26]1.[ClH:18].[Cs+:16].[Cs+:17].[O:28]=[CH:29][N:30]([CH3:31])[CH3:32].[OH2:27].[OH:1][c:2]1[cH:3][cH:4][c:5]([C:6](=[O:7])[O:8][CH3:9])[cH:10][cH:11]1>>[O:1]([c:2]1[cH:3][cH:4][c:5]([C:6](=[O:7])[O:8][CH3:9])[cH:10][cH:11]1)[CH2:20][CH2:21][N:22]1[CH2:23][CH2:24][CH2:25][CH2:26]1. The reactants are C(C)OP(OCC)(=O)C(F)(F)C1=C(C=C2C=CC(=NC2=C1)C=O)Br (diethyl[(6-bromo-2-formylquinolin-7-yl)(difluoro)methyl]phosphonate), OO (hydrogen peroxide). The solvent is C(=O)O (formic acid). Conditions: time 8 hour. The product is BrC=1C=C2C=CC(=NC2=CC1C(F)(F)P(=O)(OCC)OCC)C(=O)O (6-bromo-7-[(diethoxyphosphoryl)(difluoro)methyl]quinoline-2-carboxylic acid). As a reaction SMILES: [CH2:1]([O:3][P:4]([C:9]([C:12]1[CH:21]=[C:20]2[C:15]([CH:16]=[CH:17][C:18]([CH:22]=[O:23])=[N:19]2)=[CH:14][C:13]=1[Br:24])([F:11])[F:10])(=[O:8])[O:5][CH2:6][CH3:7])[CH3:2].[OH:25]O>C(O)=O>[Br:24][C:13]1[CH:14]=[C:15]2[C:20](=[CH:21][C:12]=1[C:9]([P:4]([O:5][CH2:6][CH3:7])([O:3][CH2:1][CH3:2])=[O:8])([F:10])[F:11])[N:19]=[C:18]([C:22]([OH:25])=[O:23])[CH:17]=[CH:16]2. Reported procedure: As described in the literature (Synthesis, 1993, 295), to the product of step 4 (105 mg, 0.25 mmol) in 1 ml formic acid was added 30% hydrogen peroxide (0.13 mL, 1 mmol) dropwise and the mixture was stirred overnight at rt. The solvent was evaporated and absolute ethanol was added. This was repeated 3 times and after evaporation of the remaining ethanol yielded the title product as an oil. Reactants: BrC=1C=C2C=CC(=CC2=CC1)O (6-bromo-2-naphthol), [OH-].[Na+] (sodium hydroxide), C(C=C)#N (acrylonitrile). Solvent: C1(=CC=CC=C1)C (toluene). Conditions: temperature 65 celsius, time 30 minute. The product is OC1=C(C2=CC=C(C=C2C=C1)Br)CCC#N (2-hydroxy-6-bromo-1-(2-cyanoethyl)naphthalene). The yield is 55.4%. Reaction SMILES: [Br:1][C:2]1[CH:3]=[C:4]2[C:9](=[CH:10][CH:11]=1)[CH:8]=[C:7]([OH:12])[CH:6]=[CH:5]2.[OH-].[Na+].[C:15](#[N:18])[CH:16]=[CH2:17]>C1(C)C=CC=CC=1>[OH:12][C:7]1[CH:6]=[CH:5][C:4]2[C:9](=[CH:10][CH:11]=[C:2]([Br:1])[CH:3]=2)[C:8]=1[CH2:17][CH2:16][C:15]#[N:18] |f:1.2|. Procedure details: To 44.8 g of 6-bromo-2-naphthol were added 120 ml of toluene and 8.8 g of sodium hydroxide, followed by stirring at 65° C. for 30 minutes. Then, thereto was added dropwise 11.4 g of acrylonitrile at 80° C., followed by stirring at the same temperature for 3.5 hours. After left for cooling, the toluene layer was decanted, and to the residue was added 240 ml of water. A small amount of insoluble matter was filtered off, and to the filtrate was added 140 ml of 5% hydrochloric acid. The precipitate ... The reactants are O (water), C([O-])([O-])=O.[Cs+].[Cs+] (caesium carbonate), BrCC1=C(C=CC=C1)Cl (1-(bromomethyl)-2-chlorobenzene), N1(CCOCC1)C=1N=C2N(C(C1)=O)CC[C@H](N2)C(F)(F)F ((8S)-2-(morpholin-4-yl)-8-(trifluoromethyl)-6,7,8,9-tetrahydro-4H-pyrimido[1,2-a]pyrimidin-4-one). Run in CN(C=O)C (dimethylformamide). Run at time 16 hour. Product: ClC1=C(CN2[C@@H](CCN3C2=NC(=CC3=O)N3CCOCC3)C(F)(F)F)C=CC=C1 ((8S)-9-(2-chlorobenzyl)-2-(morpholin-4-yl)-8-(trifluoro-methyl)-6,7,8,9-tetrahydro-4H-pyrimido[1,2-a]pyrimidin-4-one). RXN SMILES: C(=O)([O-])[O-].[Cs+].[Cs+].Br[CH2:8][C:9]1[CH:14]=[CH:13][CH:12]=[CH:11][C:10]=1[Cl:15].[N:16]1([C:22]2[N:23]=[C:24]3[NH:32][C@H:31]([C:33]([F:36])([F:35])[F:34])[CH2:30][CH2:29][N:25]3[C:26](=[O:28])[CH:27]=2)[CH2:21][CH2:20][O:19][CH2:18][CH2:17]1.O>CN(C)C=O>[Cl:15][C:10]1[CH:11]=[CH:12][CH:13]=[CH:14][C:9]=1[CH2:8][N:32]1[C:24]2=[N:23][C:22]([N:16]3[CH2:21][CH2:20][O:19][CH2:18][CH2:17]3)=[CH:27][C:26](=[O:28])[N:25]2[CH2:29][CH2:30][C@H:31]1[C:33]([F:34])([F:35])[F:36] |f:0.1.2|. Procedure: 214 mg of caesium carbonate and 74 mg of 1-(bromomethyl)-2-chlorobenzene are added to a solution of 100 mg of (8S)-2-(morpholin-4-yl)-8-(trifluoromethyl)-6,7,8,9-tetrahydro-4H-pyrimido[1,2-a]pyrimidin-4-one (Example 1e) in 2 ml of dimethylformamide. After 16 hours at a temperature in the region of 20° C., the reaction medium is run into water. The organic phase is separated and the aqueous phase is extracted with ethyl acetate. The combined organic phases are concentrated to dryness under reduce... The reactants are CC1=NN=C2N1N=C(C=C2C(=O)O)N([C@@H](C)C2=CC=CC=C2)C ((S)-3-methyl-6-(methyl(1-phenylethyl)amino)-[1,2,4]triazolo[4,3-b]pyridazine-8-carboxylic acid), C(C(=O)Cl)(=O)Cl (oxalyl chloride), N.C1CCOC1 (NH3 THF). The solvent is C1CCOC1 (THF). Run at time 2 hour. Yields the product CC1=NN=C2N1N=C(C=C2C(=O)N)N([C@@H](C)C2=CC=CC=C2)C ((S)-3-methyl-6-(methyl(1-phenylethyl)amino)-[1,2,4]triazolo[4,3-b]pyridazine-8-carboxamide). Isolated yield 90.0%. RXN SMILES: [CH3:1][C:2]1[N:6]2[N:7]=[C:8]([N:14]([CH3:23])[C@H:15]([C:17]3[CH:22]=[CH:21][CH:20]=[CH:19][CH:18]=3)[CH3:16])[CH:9]=[C:10]([C:11](O)=[O:12])[C:5]2=[N:4][N:3]=1.C(Cl)(=O)C(Cl)=O.[NH3:30].C1COCC1>C1COCC1>[CH3:1][C:2]1[N:6]2[N:7]=[C:8]([N:14]([CH3:23])[C@H:15]([C:17]3[CH:22]=[CH:21][CH:20]=[CH:19][CH:18]=3)[CH3:16])[CH:9]=[C:10]([C:11]([NH2:30])=[O:12])[C:5]2=[N:4][N:3]=1 |f:2.3|. Procedure: To a solution of compound (S)-3-methyl-6-(methyl(1-phenylethyl)amino)-[1,2,4]triazolo[4,3-b]pyridazine-8-carboxylic acid (200 mg, 0.64 mmol) in anhydrous THF (10 mL) was added oxalyl chloride (0.3 mL) dropwise. The reaction mixture was stirred at room temperature for 2 hrs, then 2N NH3/THF (1 mL) solution was added, and stirred for another 2 hrs. The mixture was concentrated in vacuum and the residue was purified by flash column chromatography (silica-gel, DCM: MeOH=20:1) to give product (S)-3-m... The reactants are C=C(C)CC(C(=O)OC)c1cc(-c2ccc(F)cc2)nc(-c2ccc(C(F)(F)F)cc2)c1, CO. Product: COC(=O)C(CC(C)C)c1cc(-c2ccc(F)cc2)nc(-c2ccc(C(F)(F)F)cc2)c1. Reaction SMILES: [CH3:1][O:2][C:3]([CH:4]([CH2:5][C:6](=[CH2:7])[CH3:8])[c:9]1[cH:10][c:11](-[c:25]2[cH:26][cH:27][c:28]([F:31])[cH:29][cH:30]2)[n:12][c:13](-[c:15]2[cH:16][cH:17][c:18]([C:21]([F:22])([F:23])[F:24])[cH:19][cH:20]2)[cH:14]1)=[O:32].[CH3:33][OH:34]>>[CH3:1][O:2][C:3]([CH:4]([CH2:5][CH:6]([CH3:7])[CH3:8])[c:9]1[cH:10][c:11](-[c:25]2[cH:26][cH:27][c:28]([F:31])[cH:29][cH:30]2)[n:12][c:13](-[c:15]2[cH:16][cH:17][c:18]([C:21]([F:22])([F:23])[F:24])[cH:19][cH:20]2)[cH:14]1)=[O:32].